From a dataset of the Open Reaction Database (ORD), a public repository of structured organic reaction records. describe an organic reaction: reactants, conditions, products, and yield Reactants: Dichloro[1,1′-bis(diphenylphosphine)ferrocene] palladium (II) chloride, BrC=1SC(=C(N1)C)S(=O)(=O)NC1=CC(=CC(=N1)NC(OC(C)(C)C)=O)C (tert-butyl (6-{[(2-bromo-4-methyl-1,3-thiazol-5-yl)sulfonyl]amino}-4-methylpyridin-2-yl)carbamate), C(#N)C1=CC=C(C=C1)B(O)O (4-cyanophenylboronic acid), C([O-])([O-])=O.[Cs+].[Cs+] (cesium carbonate). The solvent is C(OC)COC.O (dimethoxyethane water). Reaction conditions: temperature 80 celsius. Product: C(#N)C1=CC=C(C=C1)C=1SC(=C(N1)C)S(=O)(=O)NC1=CC(=CC(=N1)NC(OC(C)(C)C)=O)C (tert-Butyl [6-({[2-(4-cyanophenyl)-4-methyl-1,3-thiazol-5-yl]sulfonyl}-amino)-4-methylpyridin-2-yl]carbamate). Isolated yield 33.1%. RXN SMILES: Br[C:2]1[S:3][C:4]([S:8]([NH:11][C:12]2[N:17]=[C:16]([NH:18][C:19](=[O:25])[O:20][C:21]([CH3:24])([CH3:23])[CH3:22])[CH:15]=[C:14]([CH3:26])[CH:13]=2)(=[O:10])=[O:9])=[C:5]([CH3:7])[N:6]=1.[C:27]([C:29]1[CH:34]=[CH:33][C:32](B(O)O)=[CH:31][CH:30]=1)#[N:28].C(=O)([O-])[O-].[Cs+].[Cs+]>C(COC)OC.O>[C:27]([C:29]1[CH:34]=[CH:33][C:32]([C:2]2[S:3][C:4]([S:8]([NH:11][C:12]3[N:17]=[C:16]([NH:18][C:19](=[O:25])[O:20][C:21]([CH3:24])([CH3:23])[CH3:22])[CH:15]=[C:14]([CH3:26])[CH:13]=3)(=[O:10])=[O:9])=[C:5]([CH3:7])[N:6]=2)=[CH:31][CH:30]=1)#[N:28] |f:2.3.4,5.6|. Procedure details: A solution of tert-butyl (6-{[(2-bromo-4-methyl-1,3-thiazol-5-yl)sulfonyl]amino}-4-methylpyridin-2-yl)carbamate (0.96 g, 2.08 mmol, 1 equiv), 4-cyanophenylboronic acid (0.336 g, 2.29 mmol, 1.1 equiv), and cesium carbonate (2.03 g, 6.24 mmol, 3 equiv) in 2:1 dimethoxyethane/water (30 mL) was purged with nitrogen for 15 minutes. Dichloro[1,1′-bis(diphenylphosphine)ferrocene] palladium (II) chloride (0.068 g, 0.08 mmol, 0.04 equiv) was then added, and the resulting mixture was purged with nitrogen ... Starting materials: S=C(n1ccnc1)n1ccnc1, ClCCl, Cl, NC1CCC(CCCCC2CCCCC2)CC1. Product: S=C=NC1CCC(CCCCC2CCCCC2)CC1. Reaction SMILES: [C:18](=[S:19])([n:20]1[cH:21][cH:22][n:23][cH:24]1)[n:25]1[cH:26][cH:27][n:28][cH:29]1.[Cl:31][CH2:32][Cl:33].[ClH:30].[NH2:1][CH:2]1[CH2:3][CH2:4][CH:5]([CH2:8][CH2:9][CH2:10][CH2:11][CH:12]2[CH2:13][CH2:14][CH2:15][CH2:16][CH2:17]2)[CH2:6][CH2:7]1>>[N:1]([CH:2]1[CH2:3][CH2:4][CH:5]([CH2:8][CH2:9][CH2:10][CH2:11][CH:12]2[CH2:13][CH2:14][CH2:15][CH2:16][CH2:17]2)[CH2:6][CH2:7]1)=[C:18]=[S:19]. Starting materials: solid, CC(=O)C (acetone), CC(=O)C.OS(=O)(=O)O.O=[Cr](=O)=O (Jones reagent), C(C)(C)O (isopropanol), C(C)N(C(=O)[C@@H]1[C@]2(C)[C@@H](CC1)[C@@H]1CN=C3C[C@H](CC[C@]3(C)[C@H]1CC2)O[Si](C(C)C)(C(C)C)C(C)C)CC (17β-N,N-diethylcarbamoyl-3β-triisopropylsilyloxy-6-azaandrost-5-ene). Run in C(C)#N (acetonitrile), C(Cl)Cl (methylene chloride). Conditions: time 2 hour. Product: C(C)N(C(=O)[C@@H]1[C@]2(C)[C@@H](CC1)[C@@H]1CNC3=CC(CC[C@]3(C)[C@H]1CC2)=O)CC (17β-N,N-diethylcarbamoyl-6-azaandrost-4-en-3-one). As a reaction SMILES: [CH2:1]([N:3]([CH2:36][CH3:37])[C:4]([C@H:6]1[CH2:11][CH2:10][C@H:9]2[C@H:12]3[C@H:22]([CH2:23][CH2:24][C@:7]12[CH3:8])[C@:20]1([CH3:21])[C:15]([CH2:16][C@@H:17]([O:25][Si](C(C)C)(C(C)C)C(C)C)[CH2:18][CH2:19]1)=[N:14][CH2:13]3)=[O:5])[CH3:2].CC(C)=O.CC(C)=O.OS(O)(=O)=O.O=[Cr](=O)=O.C(O)(C)C>C(#N)C.C(Cl)Cl>[CH2:36]([N:3]([CH2:1][CH3:2])[C:4]([C@H:6]1[CH2:11][CH2:10][C@H:9]2[C@H:12]3[C@H:22]([CH2:23][CH2:24][C@:7]12[CH3:8])[C@:20]1([CH3:21])[C:15](=[CH:16][C:17](=[O:25])[CH2:18][CH2:19]1)[NH:14][CH2:13]3)=[O:5])[CH3:37] |f:2.3.4|. Procedure: A solution of 17β-N,N-diethylcarbamoyl-3β-triisopropylsilyloxy-6-azaandrost-5-ene (1.51 g, 2.8 mmol) in acetonitrile (100 mL) at 0° C. is treated with 48% aqueous HF (20 mL), the reaction allowed to warm to room temperature and stirred for 2 hours. The solution is then diluted with methylene chloride (200 mL), washed with H2O and saturated aqueous bicarbonate, dried over MgSO4 and concentrated to an off-white solid; yield 1.02 g crude (96%). A solution of this solid (0.48 g, 1.3 mmol) in acetone...